Dataset: the Open Reaction Database (ORD), a public repository of structured organic reaction records. Task: describe an organic reaction: reactants, conditions, products, and yield Starting materials: ClC=1NC2=CC=CC=C2C1C=O (2-Chloroindole-3-carbaldehyde), C1(CC1)CBr (cyclopropylmethyl bromide), [H-].[Na+] (NaH). The product is C1(CC1)CN1C(=C(C2=CC=CC=C12)C=O)Cl (1-Cyclopropylmethyl-2-chloroindole-3-carbaldehyde). Isolated yield 98.2%. RXN SMILES: [Cl:1][C:2]1[NH:3][C:4]2[C:9]([C:10]=1[CH:11]=[O:12])=[CH:8][CH:7]=[CH:6][CH:5]=2.[CH:13]1([CH2:16]Br)[CH2:15][CH2:14]1.[H-].[Na+]>>[CH:13]1([CH2:16][N:3]2[C:4]3[C:9](=[CH:8][CH:7]=[CH:6][CH:5]=3)[C:10]([CH:11]=[O:12])=[C:2]2[Cl:1])[CH2:15][CH2:14]1 |f:2.3|. Procedure: Prepared from (1) (18 g), cyclopropylmethyl bromide (16.2 g) and NaH (2.8 g) yielding (4) (23 g), m.p. 108°-109° C. Starting materials: BrCC(=O)C1=CC=C(C=C1)SC (2-Bromo-1-[4-(methylsulfanyl)phenyl]ethanone), C(N)(=O)C1CCN(CC1)C(=O)OC(C)(C)C (tert-butyl 4-carbamoylpiperidine-1-carboxylate). The solvent is CN1CCCN(C1=O)C (DMPU). Run at temperature 145 celsius. The product is CSC1=CC=C(C=C1)C=1N=C(OC1)C1CCN(CC1)C(=O)OC(C)(C)C (tert-butyl 4-{4-[4-(methylsulfanyl)phenyl]-1,3-oxazol-2-yl}piperidine-1-carboxylate). Yield: 25.1%. Reaction SMILES: Br[CH2:2][C:3]([C:5]1[CH:10]=[CH:9][C:8]([S:11][CH3:12])=[CH:7][CH:6]=1)=O.[C:13]([CH:16]1[CH2:21][CH2:20][N:19]([C:22]([O:24][C:25]([CH3:28])([CH3:27])[CH3:26])=[O:23])[CH2:18][CH2:17]1)(=[O:15])[NH2:14]>CN1C(=O)N(C)CCC1>[CH3:12][S:11][C:8]1[CH:9]=[CH:10][C:5]([C:3]2[N:14]=[C:13]([CH:16]3[CH2:21][CH2:20][N:19]([C:22]([O:24][C:25]([CH3:28])([CH3:27])[CH3:26])=[O:23])[CH2:18][CH2:17]3)[O:15][CH:2]=2)=[CH:6][CH:7]=1. Procedure details: 2-Bromo-1-[4-(methylsulfanyl)phenyl]ethanone (5 g, 19.15 mmol) and tert-butyl 4-carbamoylpiperidine-1-carboxylate (4.37 g, 19.15 mmol) were dissolved in DMPU (40.8 mL) and heated to 145° C. for 15 min. The resulting solution was then cooled to room temperature, partitioned between aqueous LiCl and ethyl acetate. The combined organics were dried over sodium sulfate and concentrated in vacuo. The resulting crude oil was purified using silica gel chromatography (300 g, using 20-80% ethyl acetate in... Reactants: [BH4-].[Na+] (NaBH4), C(C)(C)(C)C1=CC=C(C(=O)NC2=C(C(=CC=C2)C=2N=C(C(N(C2)C)=O)NC2=CC=C(C=C2)C=O)C)C=C1 (4-tert-Butyl-N-{3-[6-(4-formyl-phenylamino)-4-methyl-5-oxo-4,5-dihydro-pyrazin-2-yl]-2-methyl-phenyl}-benzamide), C(C)(=O)O (acetic acid), OCCNCCO (2-(2-hydroxy-ethylamino)-ethanol). Run in CO (methanol). Run at time 4 hour. The product is OCCN(CCO)CC1=CC=C(C=C1)NC=1C(N(C=C(N1)C=1C(=C(C=CC1)NC(C1=CC=C(C=C1)C(C)(C)C)=O)C)C)=O (N-{3-[6-(4-{[Bis-(2-hydroxy-ethyl)-amino]-methyl}-phenylamino)4-methyl-5-oxo-4,5-dihydro-pyrazin-2-yl]-2-methyl-phenyl}4-tert-butyl-benzamide). RXN SMILES: [C:1]([C:5]1[CH:37]=[CH:36][C:8]([C:9]([NH:11][C:12]2[CH:17]=[CH:16][CH:15]=[C:14]([C:18]3[N:19]=[C:20]([NH:26][C:27]4[CH:32]=[CH:31][C:30]([CH:33]=O)=[CH:29][CH:28]=4)[C:21](=[O:25])[N:22]([CH3:24])[CH:23]=3)[C:13]=2[CH3:35])=[O:10])=[CH:7][CH:6]=1)([CH3:4])([CH3:3])[CH3:2].[OH:38][CH2:39][CH2:40][NH:41][CH2:42][CH2:43][OH:44].C(O)(=O)C.[BH4-].[Na+]>CO>[OH:38][CH2:39][CH2:40][N:41]([CH2:33][C:30]1[CH:31]=[CH:32][C:27]([NH:26][C:20]2[C:21](=[O:25])[N:22]([CH3:24])[CH:23]=[C:18]([C:14]3[C:13]([CH3:35])=[C:12]([NH:11][C:9](=[O:10])[C:8]4[CH:7]=[CH:6][C:5]([C:1]([CH3:4])([CH3:2])[CH3:3])=[CH:37][CH:36]=4)[CH:17]=[CH:16][CH:15]=3)[N:19]=2)=[CH:28][CH:29]=1)[CH2:42][CH2:43][OH:44] |f:3.4|. Reported procedure: 4-tert-butyl-N-{3-[6-(4-formyl-phenylamino)-4-methyl-5-oxo-4,5-dihydro-pyrazin-2-yl]-2-methyl-phenyl}-benzamide (4) (110 mg; 0.22 mmol) was dissolved in methanol (10 mL) and 1 mL 2-(2-hydroxy-ethylamino)-ethanol was added. To the stirring reaction solution was then added 0.25 mL glacial acetic acid, followed by 0.25 g powdered molecular sieves (4 Å; activated) and the resulting slurry allowed to stir at rt for 4 hr under N2, then heated to 50° C. After 3 hr at 50° C., the reaction was cooled to ... Starting materials: COC(=O)c1cnc(OC(C)C(F)(F)F)c(C#N)c1, CCOCC, CC(O)C(F)(F)F, [Na+], [OH-]. Product: CC(Oc1ncc(C(=O)O)cc1C#N)C(F)(F)F. RXN SMILES: [C:1](#[N:2])[c:3]1[c:4]([O:13][CH:14]([C:15]([F:16])([F:17])[F:18])[CH3:19])[n:5][cH:6][c:7]([C:8](=[O:9])[O:10][CH3:11])[cH:12]1.[CH3:29][CH2:30][O:31][CH2:32][CH3:33].[F:20][C:21]([F:22])([F:23])[CH:24]([OH:25])[CH3:26].[Na+:28].[OH-:27]>>[C:1](#[N:2])[c:3]1[c:4]([O:13][CH:14]([C:15]([F:16])([F:17])[F:18])[CH3:19])[n:5][cH:6][c:7]([C:8](=[O:9])[OH:10])[cH:12]1. Reactants: O1C2=C(C=CC=3C[C@@H]4[C@@H]5CC[C@@H]([C@H]1[C@@]5(C23)CCN4C)OC(CCCC4=CC=C(C=C4)OC)=O)OCOC (4,5α-Epoxy-3-methoxymethoxy-6α-(4-(4-methoxyphenyl)-butyryloxy)-17-methyl-morphinane), C(C)(=O)O (acetic acid). The solvent is O (water). Yields the product C(C)(=O)OC=1C=CC=2C[C@@H]3[C@@H]4CC[C@@H]([C@H]5[C@@]4(C2C1O5)CCN3C)OC(CCCC3=CC=C(C=C3)OC)=O (4,5α-Epoxy-6α-(4-(4-methoxyphenyl)-butyryloxy)-17-methyl-morphinan-3-ol acetate). As a reaction SMILES: [O:1]1[C@@H:13]2[C@@:14]34[CH2:16][CH2:17][N:18]([CH3:19])[C@@H:8]([C@@H:9]3[CH2:10][CH2:11][C@@H:12]2[O:20][C:21](=[O:33])[CH2:22][CH2:23][CH2:24][C:25]2[CH:30]=[CH:29][C:28]([O:31][CH3:32])=[CH:27][CH:26]=2)[CH2:7][C:6]2=[C:15]4[C:2]1=[C:3]([O:34][CH2:35][O:36]C)[CH:4]=[CH:5]2.[C:38](O)(=O)C>O>[C:35]([O:34][C:3]1[CH:4]=[CH:5][C:6]2[CH2:7][C@H:8]3[N:18]([CH3:19])[CH2:17][CH2:16][C@:14]45[C:15]=2[C:2]=1[O:1][C@H:13]4[C@@H:12]([O:20][C:21](=[O:33])[CH2:22][CH2:23][CH2:24][C:25]1[CH:30]=[CH:29][C:28]([O:31][CH3:32])=[CH:27][CH:26]=1)[CH2:11][CH2:10][C@@H:9]35)(=[O:36])[CH3:38]. Procedure details: 4,5α-Epoxy-3-methoxymethoxy-6α-(4-(4-methoxyphenyl)-butyryloxy)-17-methyl-morphinane (0.85 g, 1.67 mmol) is dissolved in water (35 ml) and glacial acetic acid (35 ml) and then stirred for 4 hours at 100° C. The volatile components are eliminated using a Rotavapor. The residue thus obtained is purified by flash chromatography (100 g silica gel; mobile phase: methylene chloride/methanol=7:1). The product is dissolved in a mixture of water and glacial acetic acid and lyophilised.